From a dataset of the Open Reaction Database (ORD), a public repository of structured organic reaction records. describe an organic reaction: reactants, conditions, products, and yield Starting materials: CCOC(=O)NN, C=CCN(CC=C)c1ccc(Cl)nn1, [Na+], [Na+], O=C([O-])[O-], O. Yields the product C=CCN(CC=C)c1ccc(NNC(=O)OCC)nn1. Reaction SMILES: [C:15](=[O:16])([O:17][CH2:18][CH3:19])[NH:20][NH2:21].[Cl:1][c:2]1[n:3][n:4][c:5]([N:8]([CH2:9][CH:10]=[CH2:11])[CH2:12][CH:13]=[CH2:14])[cH:6][cH:7]1.[Na+:22].[Na+:23].[O-:24][C:25](=[O:26])[O-:27].[OH2:28]>>[c:2]1([NH:21][NH:20][C:15](=[O:16])[O:17][CH2:18][CH3:19])[n:3][n:4][c:5]([N:8]([CH2:9][CH:10]=[CH2:11])[CH2:12][CH:13]=[CH2:14])[cH:6][cH:7]1. Starting materials: FC1=CC=C(C=C1)S (4-fluorobenzenethiol), IC=1SC=CC1 (2-iodothiophene), Cu2O, [OH-].[K+] (KOH), Cl (HCl). The solvent is CN(C)C=O (DMF). Conditions: temperature 135 celsius. Product: FC1=CC=C(C=C1)SC=1SC=CC1 (2-(4-fluorophenylthio)thiophene). Isolated yield 68.9%. RXN SMILES: I[C:2]1[S:3][CH:4]=[CH:5][CH:6]=1.[OH-].[K+].[F:9][C:10]1[CH:15]=[CH:14][C:13]([SH:16])=[CH:12][CH:11]=1.Cl>CN(C=O)C>[F:9][C:10]1[CH:15]=[CH:14][C:13]([S:16][C:2]2[S:3][CH:4]=[CH:5][CH:6]=2)=[CH:12][CH:11]=1 |f:1.2|. Reported procedure: To a degassed mixture of 2-iodothiophene (0.87 mL, 7.88 mmol), Cu2O (0.56 g, 3.9 mmol) and KOH (0.44 g, 7.8 mmol) in DMF (7.8 mL) was slowly added 4-fluorobenzenethiol (0.33 mL, 7.8 mmol). The resulting mixture was heated at 135° C. for 15 h, allowed to cool to room temperature and poured into a 0° C. 6N HCl solution. After 15 min. the precipitate was filtered and washed with benzene. The filtrate was extracted with benzene, dried (MgSO4) and concentrated under reduced pressure to give 2-(4-fluo... Starting materials: CC(C)C[AlH]CC(C)C (DIBAL), N1=C(C=NC=C1)C(CC(=O)OC)C (Methyl 3-(2-Pyrazinyl)butyroate), CC(C)C[AlH]CC(C)C (DIBAL). Solvent: C(Cl)Cl (CH2Cl2). The product is N1=C(C=NC=C1)C(CC=O)C (3-(2-Pyrazinyl)butyraldehyde). Isolated yield 95.0%. RXN SMILES: [N:1]1[CH:6]=[CH:5][N:4]=[CH:3][C:2]=1[CH:7]([CH3:13])[CH2:8][C:9](OC)=[O:10].CC(C[AlH]CC(C)C)C>C(Cl)Cl>[N:1]1[CH:6]=[CH:5][N:4]=[CH:3][C:2]=1[CH:7]([CH3:13])[CH2:8][CH:9]=[O:10]. Procedure: A solution of ester 12e (0.29 g, 1.493 mmol) in 5.3 mL dry CH2Cl2 was cooled to -78° C. and treated with DIBAL (1.0M solution in dry CH2Cl2, 1.5 mL, 1.493 mmol, 1.0 equiv), then an additional 0.7 mL DIBAL (0.5 equiv) solution was added and the reaction was quenched immediately upon completion by tlc with 2.0 mL dry CH3OH. The reaction mixture was diluted with 5 mL saturated aqueous sodium potassium tartrate and warmed gradually to room temperature, partitioned, and extracted with CH2Cl2 (3×5 mL)... Reactants: N12CCNC(CC3=C1C=CC=C3)C2 (3,4,5,6-tetrahydro-2H-1,5-methano-1,4-benzodiazocine), C(C)(=O)OC(C)=O (acetic anhydride). Solvent: C1=CC=CC=C1 (benzene). Yields the product ether-acetone, C(C)(=O)OC(C)C (isopropyl acetate), C(C)(=O)N1CCN2C3=C(CC1C2)C=CC=C3 (4-acetyl-3,4,5,6-tetrahydro-2H-1,5-methano-1,4-benzodiazocine). Reaction SMILES: [N:1]12[CH2:13][CH:5]([CH2:6][C:7]3[CH:12]=[CH:11][CH:10]=[CH:9][C:8]=31)[NH:4][CH2:3][CH2:2]2.[C:14]([O:17][C:18](=[O:20])[CH3:19])(=[O:16])[CH3:15]>C1C=CC=CC=1>[C:14]([O:17][CH:12]([CH3:11])[CH3:7])(=[O:16])[CH3:15].[C:18]([N:4]1[CH:5]2[CH2:13][N:1]([C:8]3[CH:9]=[CH:10][CH:11]=[CH:12][C:7]=3[CH2:6]2)[CH2:2][CH2:3]1)(=[O:20])[CH3:19]. Reported procedure: A mixture of 3,4,5,6-tetrahydro-2H-1,5-methano-1,4-benzodiazocine (10.5 g.) (the starting material of part A of Example 1), acetic anhydride (25 ml.) and benzene (50 ml.) was heated under reflux for four hours, then concentrated. Methanol was added to the residue, and the mixture was boiled and concentrated. Excess saturated potassium carbonate solution was added to an aqueous solution of the residue, and the mixture was extracted with chloroform. The chloroform extract was dried, filtered and c... Starting materials: FC(C1=CC=C(C=C1)C1=NC=CC(=C1)C#N)(F)F (2-[4-(trifluoromethyl)phenyl]pyridine-4-carbonitrile), [H-].[H-].[H-].[H-].[Li+].[Al+3] (LiAlH4). The solvent is C(C)OCC (diethyl ether), C(C)OCC (diethyl ether). Conditions: temperature 0 celsius. The product is FC(C1=CC=C(C=C1)C1=NC=CC(=C1)CN)(F)F ([2-[4-(trifluoromethyl)phenyl]-4-pyridyl]methanamine). Isolated yield 82.6%. Reaction SMILES: [F:1][C:2]([F:18])([F:17])[C:3]1[CH:8]=[CH:7][C:6]([C:9]2[CH:14]=[C:13]([C:15]#[N:16])[CH:12]=[CH:11][N:10]=2)=[CH:5][CH:4]=1.[H-].[H-].[H-].[H-].[Li+].[Al+3]>C(OCC)C>[F:17][C:2]([F:1])([F:18])[C:3]1[CH:8]=[CH:7][C:6]([C:9]2[CH:14]=[C:13]([CH2:15][NH2:16])[CH:12]=[CH:11][N:10]=2)=[CH:5][CH:4]=1 |f:1.2.3.4.5.6|. Reported procedure: The nitrile 20A (3 g, 12 mmol) dissolved in 50 ml of diethyl ether was added dropwise to a mixture of LiAlH4 (912 mg, 2 equiv.) in diethyl ether (80 mL) and stirred at 0° C. Then, the mixture was stirred at room temperature overnight. The excess of LiAlH4 was destroyed by water addition at 0° C., the solid formed was filtered, washed with Et2O and the filtrate was dried over Na2SO4 and evaporated to dryness to obtain 2.5 g of the amine as a yellow oil. The amine was used for the following step w... Starting materials: [H-].[Na+] (sodium hydride), ClC1=CC=C(C(=O)C2=CC=C(CN3C=C(C4=C3N=C(NC4=O)SC)C)C=C2)C=C1 (7-[4-(4-chlorobenzoyl)benzyl]-5-methyl-2-methylthio-7H-pyrrolo[2,3-d]pyrimidin-4(3H)-one), C(C)I (ethyl iodide). The solvent is C(C)(=O)OCC (ethyl acetate), COCCOC (DME). Run at time 8 hour. The product is ClC1=CC=C(C(=O)C2=CC=C(CN3C=C(C4=C3N=C(N(C4=O)CC)SC)C)C=C2)C=C1 (7-[4-(4-Chlorobenzoyl)benzyl]-3-ethyl-5-methyl-2-methylthio-7H-pyrrolo[2,3-d]pyrimidin-4(3H)-one). Isolated yield 39.7%. Reaction SMILES: [Cl:1][C:2]1[CH:29]=[CH:28][C:5]([C:6]([C:8]2[CH:27]=[CH:26][C:11]([CH2:12][N:13]3[C:17]4[N:18]=[C:19]([S:23][CH3:24])[NH:20][C:21](=[O:22])[C:16]=4[C:15]([CH3:25])=[CH:14]3)=[CH:10][CH:9]=2)=[O:7])=[CH:4][CH:3]=1.[H-].[Na+].[CH2:32](I)[CH3:33]>COCCOC.C(OCC)(=O)C>[Cl:1][C:2]1[CH:29]=[CH:28][C:5]([C:6]([C:8]2[CH:27]=[CH:26][C:11]([CH2:12][N:13]3[C:17]4[N:18]=[C:19]([S:23][CH3:24])[N:20]([CH2:32][CH3:33])[C:21](=[O:22])[C:16]=4[C:15]([CH3:25])=[CH:14]3)=[CH:10][CH:9]=2)=[O:7])=[CH:4][CH:3]=1 |f:1.2|. Procedure details: Under argon gas, 7-[4-(4-chlorobenzoyl)benzyl]-5-methyl-2-methylthio-7H-pyrrolo[2,3-d]pyrimidin-4(3H)-one (2.46 g) was dissolved in anhydrous DME (72.5 ml)anhydrous DMF (72.5 ml) and, under ice-cooling, 60% sodium hydride-oil (255 mg) was added in two installments. The mixture was stirred for 30 minutes sand ethyl iodide (1.09 g) was added. Then, the mixture was further stirred at room temperature overnight. The reaction mixture was diluted with ethyl acetate, washed with saturated aqueous NaCl ... The reactants are ClC=1C(=C2CCN(N3C2=C(C1)C(C(=C3)C(=O)OC)=O)C)F (Methyl 5-Chloro-4-fluoro-2,3-dihydro-1-methyl-7-oxo -1H,7H-pyrido[3,2,1-ij]cinnoline-8-carboxylate), Cl (hydrochloric acid), C(C)(=O)O (acetic acid). The solvent is O (water). Yields the product ClC=1C(=C2CCN(N3C2=C(C1)C(C(=C3)C(=O)O)=O)C)F (5-Chloro-4-fluoro-2,3-dihydro-1-methyl-7-oxo-1H,7H -pyrido[3,2,1-ij]cinnoline-8-carboxylic acid). Isolated yield 81.8%. Reaction SMILES: [Cl:1][C:2]1[C:3]([F:21])=[C:4]2[C:9]3=[C:10]([C:12](=[O:19])[C:13]([C:15]([O:17]C)=[O:16])=[CH:14][N:8]3[N:7]([CH3:20])[CH2:6][CH2:5]2)[CH:11]=1.Cl.C(O)(=O)C>O>[Cl:1][C:2]1[C:3]([F:21])=[C:4]2[C:9]3=[C:10]([C:12](=[O:19])[C:13]([C:15]([OH:17])=[O:16])=[CH:14][N:8]3[N:7]([CH3:20])[CH2:6][CH2:5]2)[CH:11]=1. Procedure: To 600 mg (1.9 mmol) of the compound (133) obtained in Example 25, 5 ml of concentrated hydrochloric acid and 20 ml of acetic acid were added, and the solution was heated at reflux for 2 hours. After air-cooling, 20 ml of water was added to the solution, and solids were filtered off and washed with ethanol and ether in this order to obtain 461 mg of the subject compound (134) in a 80% yield. Starting materials: BrC=1C=C2C(C=CNC2=CC1F)=O.BrC=1C(=C2C(C=CNC2=CC1)=O)F (6-bromo-7-fluoroquinolin-4(1H)-one 6-bromo-5-fluoroquinolin-4(1H)-one), P(=O)(Cl)(Cl)Cl (phosphorus oxychloride). Reaction conditions: time 8 hour. Product: BrC=1C=C2C(=CC=NC2=CC1F)Cl.BrC=1C(=C2C(=CC=NC2=CC1)Cl)F (6-bromo-4-chloro-7-fluoroquinoline 6-bromo-4-chloro-5-fluoroquinoline). The yield is 50.1%. RXN SMILES: [Br:1][C:2]1[CH:3]=[C:4]2[C:9](=[CH:10][C:11]=1[F:12])[NH:8][CH:7]=[CH:6][C:5]2=O.[Br:14][C:15]1[C:16]([F:26])=[C:17]2[C:22](=[CH:23][CH:24]=1)[NH:21][CH:20]=[CH:19][C:18]2=O.P(Cl)(Cl)([Cl:29])=O>>[Br:1][C:2]1[CH:3]=[C:4]2[C:9](=[CH:10][C:11]=1[F:12])[N:8]=[CH:7][CH:6]=[C:5]2[Cl:29].[Br:14][C:15]1[C:16]([F:26])=[C:17]2[C:22](=[CH:23][CH:24]=1)[N:21]=[CH:20][CH:19]=[C:18]2[Cl:29] |f:0.1,3.4|. Reported procedure: A mixture of 6-bromo-7-fluoroquinolin-4(1H)-one/6-bromo-5-fluoroquinolin-4(1H)-one (37.6 g, 155 mmol) and phosphorus oxychloride (101 ml, 1087 mmol) was stirred at RT overnight. The POCl3 was removed via rotovap and the resulting material was dissolved into DCM. This mixture was quenched (very carefully) via pipette addition of sat. aq. Na2CO3. Once the mixture was neutralized, the layers were separated. The aqueous layer was further extracted with DCM. The combined organic layers were concentra...